This data is from the Open Reaction Database (ORD), a public repository of structured organic reaction records. The task is: describe an organic reaction: reactants, conditions, products, and yield Starting materials: ClC=1N=C(C(=C2C1C(OCC2)=O)C2=CC=CC=C2)C (8-chloro-6-methyl-5-phenyl-3,4-dihydro-pyrano[3,4-c]pyridine-1-on), C(C)(=O)[O-].[Na+] (sodium acetate), [H][H] (hydrogen). The reagents and catalysts are C(C)(=O)[O-].[Pd+2].C(C)(=O)[O-] (palladium acetate). Run in CO (methanol). Product: CC=1C(=C2C(=CN1)C(OCC2)=O)C2=CC=CC=C2 (6-methyl-5-phenyl-3,4-dihydro-pyrano[3,4-c]pyridine-1-on). The yield is 96.4%. Reaction SMILES: Cl[C:2]1[N:3]=[C:4]([CH3:19])[C:5]([C:13]2[CH:18]=[CH:17][CH:16]=[CH:15][CH:14]=2)=[C:6]2[CH2:11][CH2:10][O:9][C:8](=[O:12])[C:7]=12.C([O-])(=O)C.[Na+].[H][H]>CO.C([O-])(=O)C.[Pd+2].C([O-])(=O)C>[CH3:19][C:4]1[C:5]([C:13]2[CH:18]=[CH:17][CH:16]=[CH:15][CH:14]=2)=[C:6]2[CH2:11][CH2:10][O:9][C:8](=[O:12])[C:7]2=[CH:2][N:3]=1 |f:1.2,5.6.7|. Procedure: 8-chloro-6-methyl-5-phenyl-3,4-dihydro-pyrano[3,4-c]pyridine-1-on (120 mg, 0.438 mmol), palladium acetate (5.0 mg, 0.022 mmol) and sodium acetate (72 mg, 0.877 mmol) were suspended in 5 mL of anhydrous methanol and then stirred at room temperature for about 2 hours under the hydrogen atmosphere. The mixture was filtered and then concentrated under reduced pressure, added with 15 mL of a saturated solution of sodium hydrogen carbonate and then extracted twice with 20 mL of methylene chloride. The... The reactants are C(C)OC(=O)N1C(SC=C1)C(C(=O)OCC)C(=O)OCC (Diethyl 2-(3-(ethoxycarbonyl)-2,3-dihydrothiazol-2-yl)malonate), ClC1=C(C(=C(C(C1=O)=O)Cl)Cl)Cl (tetrachloro-1,2-benzoquinone). Run in ClCCl (dichloromethane). Run at temperature 0 celsius, time 1 hour. Yields the product S1C(NC=C1)=C(C(=O)OCC)C(=O)OCC (Diethyl 2-(thiazol-2(3H)-ylidene)malonate). As a reaction SMILES: C(OC([N:6]1[CH:10]=[CH:9][S:8][CH:7]1[CH:11]([C:17]([O:19][CH2:20][CH3:21])=[O:18])[C:12]([O:14][CH2:15][CH3:16])=[O:13])=O)C.ClC1C(=O)C(=O)C(Cl)=C(Cl)C=1Cl>ClCCl>[S:8]1[CH:9]=[CH:10][NH:6][C:7]1=[C:11]([C:17]([O:19][CH2:20][CH3:21])=[O:18])[C:12]([O:14][CH2:15][CH3:16])=[O:13]. Procedure: To a solution of the product of Example 44A (12.9 g, 40.7 mmoles) in dichloromethane (100.0 ml) was added tetrachloro-1,2-benzoquinone (10.0 g, 40.7 mmoles) in portions at about 0° C., such that the mixture always had time to decolorize to a yellow-orange color. The mixture was then stirred for about 1 hour at 0° C. and was then washed with saturated aqueous sodium bicarbonate solution (200.0 ml) and brine (100.0 ml). The organic layer was dried over MgSO4, filtered, concentrated in vacuum and t... The reactants are ClC1=C(C=C(C=C1)C1=NC=2N(C(=C1)C(F)F)N=CC2C(=O)O)C (5-(4-chloro-3-methyl-phenyl)-7-difluoromethyl-pyrazolo[1,5-a]pyrimidine-3-carboxylic acid), NC1=NC=C(C(=N)NO)C=C1 (6-amino-N-hydroxy-nicotinamidine). The product is ClC1=C(C=C(C=C1)C1=NC=2N(C(=C1)C(F)F)N=CC2C2=NC(=NO2)C=2C=CC(=NC2)N)C (5-{5-[5-(4-Chloro-3-methyl-phenyl)-7-difluoromethyl-pyrazolo[1,5-a]pyrimidin-3-yl]-[1,2,4]oxadiazol-3-yl}-pyridin-2-ylamine). As a reaction SMILES: [Cl:1][C:2]1[CH:7]=[CH:6][C:5]([C:8]2[CH:13]=[C:12]([CH:14]([F:16])[F:15])[N:11]3[N:17]=[CH:18][C:19]([C:20](O)=[O:21])=[C:10]3[N:9]=2)=[CH:4][C:3]=1[CH3:23].[NH2:24][C:25]1[CH:34]=[CH:33][C:28]([C:29]([NH:31]O)=[NH:30])=[CH:27][N:26]=1>>[Cl:1][C:2]1[CH:7]=[CH:6][C:5]([C:8]2[CH:13]=[C:12]([CH:14]([F:15])[F:16])[N:11]3[N:17]=[CH:18][C:19]([C:20]4[O:21][N:31]=[C:29]([C:28]5[CH:33]=[CH:34][C:25]([NH2:24])=[N:26][CH:27]=5)[N:30]=4)=[C:10]3[N:9]=2)=[CH:4][C:3]=1[CH3:23]. Reported procedure: The title compound was prepared from 5-(4-chloro-3-methyl-phenyl)-7-difluoromethyl-pyrazolo[1,5-a]pyrimidine-3-carboxylic acid (example C.13) (169 mg, 0.5 mmol) and 6-amino-N-hydroxy-nicotinamidine (example B.4) (114 mg, 0.75 mmol) according to general procedure II. Obtained after flash chromatography on silica gel (ethyl acetate/heptane) and further purification by crystallization (dichloromethane/hexane) as a yellow solid (68 mg, 30%). MS (EI) 453.0 [(M)+]; mp 243° C. Reactants: COC(=O)c1cccc(NC(=O)NCC(=O)O)c1, CC#N, COC(=O)C1CC(C(=O)OC(C)(C)C)NC1C1CCCCC1, C(=NC1CCCCC1)=NC1CCCCC1. The product is COC(=O)c1cccc(NC(=O)NCC(=O)N2C(C(=O)OC(C)(C)C)CC(C(=O)OC)C2C2CCCCC2)c1. Reaction SMILES: [CH3:23][O:24][C:25](=[O:26])[c:27]1[cH:28][c:29]([NH:33][C:34]([NH:35][CH2:36][C:37](=[O:38])[OH:39])=[O:40])[cH:30][cH:31][cH:32]1.[CH3:56][C:57]#[N:58].[CH:1]1([CH:7]2[CH:8]([C:19](=[O:20])[O:21][CH3:22])[CH2:9][CH:10]([C:12](=[O:13])[O:14][C:15]([CH3:16])([CH3:17])[CH3:18])[NH:11]2)[CH2:2][CH2:3][CH2:4][CH2:5][CH2:6]1.[CH:41]1([N:42]=[C:43]=[N:44][CH:45]2[CH2:46][CH2:47][CH2:48][CH2:49][CH2:50]2)[CH2:51][CH2:52][CH2:53][CH2:54][CH2:55]1>>[CH:1]1([CH:7]2[CH:8]([C:19](=[O:20])[O:21][CH3:22])[CH2:9][CH:10]([C:12](=[O:13])[O:14][C:15]([CH3:16])([CH3:17])[CH3:18])[N:11]2[C:37]([CH2:36][NH:35][C:34]([NH:33][c:29]2[cH:28][c:27]([C:25]([O:24][CH3:23])=[O:26])[cH:32][cH:31][cH:30]2)=[O:40])=[O:38])[CH2:2][CH2:3][CH2:4][CH2:5][CH2:6]1. The reactants are C=C(OCC)[Sn](CCCC)(CCCC)CCCC, COC(=S)c1ccc(C)c(Br)c1, Cl, C1COCCO1, O. Yields the product COC(=S)c1ccc(C)c(C(C)=O)c1. RXN SMILES: [CH2:13]([CH3:14])[O:15][C:16]([Sn:17]([CH2:18][CH2:19][CH2:20][CH3:21])([CH2:22][CH2:23][CH2:24][CH3:25])[CH2:26][CH2:27][CH2:28][CH3:29])=[CH2:30].[CH3:1][O:2][C:3]([c:4]1[cH:5][c:6]([Br:11])[c:7]([CH3:10])[cH:8][cH:9]1)=[S:12].[ClH:32].[O:33]1[CH2:34][CH2:35][O:36][CH2:37][CH2:38]1.[OH2:31]>>[CH3:1][O:2][C:3]([c:4]1[cH:5][c:6]([C:13]([CH3:14])=[O:15])[c:7]([CH3:10])[cH:8][cH:9]1)=[S:12]. Reactants: C(#N)CCC1CCCCC(O1)=O (7-cyanoethyl-2-oxepanone), [H][H] (hydrogen). Reagents/catalysts: [Pd] (palladium on carbon). Product: C(#N)CCCCCCCC(=O)O (8-cyanooctanoic acid), lactone. Yield: 95.0%. RXN SMILES: [C:1]([CH2:3][CH2:4][CH:5]1[O:11][C:10](=[O:12])[CH2:9][CH2:8][CH2:7][CH2:6]1)#[N:2].[H][H]>[Pd]>[C:1]([CH2:3][CH2:4][CH2:5][CH2:6][CH2:7][CH2:8][CH2:9][C:10]([OH:12])=[O:11])#[N:2]. Procedure: In a reactor with a catalyst composed of palladium on carbon at 5% deposited on the walls, 167 g of 7-cyanoethyl-2-oxepanone are heated to 500° C. in a hydrogen atmosphere, collecting 1 g/minute of liquid condensed product mainly formed by 8-cyanooctanoic acid with 95% lactone conversion and 80% selectivity.